From a dataset of the Open Reaction Database (ORD), a public repository of structured organic reaction records. describe an organic reaction: reactants, conditions, products, and yield The reactants are C(=O)C(C(=O)OC)CC (Methyl formylbutyrate), C1(=CC=CC=C1)P(=CC(C)=O)(C1=CC=CC=C1)C1=CC=CC=C1 (1-triphenylphosphoranylidene-2-propanone), C1(=CC=CC=C1)C (toluene). Run at time 5 minute. Product: COC(CCCC=CC(C)=O)=O (7-oxo-5-octenoic acid methyl ester). Reaction SMILES: C([CH:3]([CH2:8][CH3:9])[C:4]([O:6][CH3:7])=[O:5])=O.C1(P(C2C=CC=CC=2)(C2C=CC=CC=2)=[CH:17][C:18](=[O:20])[CH3:19])C=CC=CC=1.[C:33]1(C)C=CC=CC=1>>[CH3:7][O:6][C:4](=[O:5])[CH2:3][CH2:8][CH2:9][CH:33]=[CH:17][C:18](=[O:20])[CH3:19]. Procedure: Methyl formylbutyrate (13 g) and 1-triphenylphosphoranylidene-2-propanone (31.4 g) were refluxed together in toluene (200 ml) for 30 minutes. The toluene was then evaporated off and ether (200 ml) added to the residue to give a suspension which was stirred at room temperature for 5 minutes. The suspended triphenylphosphine oxide was filtered off and washed with a further 100 ml of ether. The combined ether solutions were evaporated to dryness to give a yellow oil which was distilled at 0.1 mm Hg... The reactants are CCOC(C)=O, Cc1cc(C(=O)Cl)c2cc(F)ccc2n1, Cc1onc(-c2ccccc2)c1N, c1ccncc1. Yields the product Cc1cc(C(=O)Nc2c(-c3ccccc3)noc2C)c2cc(F)ccc2n1. RXN SMILES: [CH3:35][CH2:36][O:37][C:38](=[O:39])[CH3:40].[F:1][c:2]1[cH:3][c:4]2[c:5]([C:13](=[O:14])[Cl:15])[cH:6][c:7]([CH3:12])[n:8][c:9]2[cH:10][cH:11]1.[NH2:16][c:17]1[c:18](-[c:23]2[cH:24][cH:25][cH:26][cH:27][cH:28]2)[n:19][o:20][c:21]1[CH3:22].[cH:29]1[cH:30][cH:31][n:32][cH:33][cH:34]1>>[F:1][c:2]1[cH:3][c:4]2[c:5]([C:13](=[O:14])[NH:16][c:17]3[c:18](-[c:23]4[cH:24][cH:25][cH:26][cH:27][cH:28]4)[n:19][o:20][c:21]3[CH3:22])[cH:6][c:7]([CH3:12])[n:8][c:9]2[cH:10][cH:11]1. The reactants are CCn1cc(Cc2ccc(C(=O)OC)cc2OC)c2cc(N)ccc21, C1CCOC1. The product is COC(=O)c1ccc(Cc2cn(C)c3ccc(N)cc23)c(OC)c1. As a reaction SMILES: [NH2:1][c:2]1[cH:3][c:4]2[c:5]([CH2:13][c:14]3[c:15]([O:24][CH3:25])[cH:16][c:17]([C:18](=[O:19])[O:20][CH3:21])[cH:22][cH:23]3)[cH:6][n:7]([CH2:11][CH3:12])[c:8]2[cH:9][cH:10]1.[O:26]1[CH2:27][CH2:28][CH2:29][CH2:30]1>>[NH2:1][c:2]1[cH:3][c:4]2[c:5]([CH2:13][c:14]3[c:15]([O:24][CH3:25])[cH:16][c:17]([C:18](=[O:19])[O:20][CH3:21])[cH:22][cH:23]3)[cH:6][n:7]([CH3:11])[c:8]2[cH:9][cH:10]1. Starting materials: C1CCOC1, COC(=O)c1sccc1OC, Cl, [Na+], [OH-]. Yields the product COc1ccsc1C(=O)O. Reaction SMILES: [CH2:15]1[O:16][CH2:17][CH2:18][CH2:19]1.[CH3:1][O:2][c:3]1[c:4]([C:8](=[O:9])[O:10][CH3:11])[s:5][cH:6][cH:7]1.[ClH:14].[Na+:13].[OH-:12]>>[CH3:1][O:2][c:3]1[c:4]([C:8](=[O:9])[OH:10])[s:5][cH:6][cH:7]1. Starting materials: BrC=1C=C2CCCC(C2=C(C1OCC)Cl)(C)C (6-bromo-8-chloro-7-ethoxy-1,1-dimethyl-1,2,3,4 tetrahydronaphthalene), C(C)(C)(C)OO (tert-butyl hydroperoxide). The reagents and catalysts are [O-2].[Cr+6].[O-2].[O-2] (chromium (VI) oxide). Solvent: ClCCl (dichloromethane). Reaction conditions: time 8 hour. Product: BrC1=C(C(=C2C(CCC(C2=C1)=O)(C)C)Cl)OCC (7-Bromo-5-chloro-6-ethoxy-4,4-dimethyl-3,4-dihydro-2H-naphthalen-1-one). Reaction SMILES: [Br:1][C:2]1[CH:3]=[C:4]2[C:9](=[C:10]([Cl:15])[C:11]=1[O:12][CH2:13][CH3:14])[C:8]([CH3:17])([CH3:16])[CH2:7][CH2:6][CH2:5]2.C([O:22]O)(C)(C)C>ClCCl.[O-2].[Cr+6].[O-2].[O-2]>[Br:1][C:2]1[CH:3]=[C:4]2[C:9]([C:8]([CH3:16])([CH3:17])[CH2:7][CH2:6][C:5]2=[O:22])=[C:10]([Cl:15])[C:11]=1[O:12][CH2:13][CH3:14] |f:3.4.5.6|. Reported procedure: To a solution of 6-bromo-8-chloro-7-ethoxy-1,1-dimethyl-1,2,3,4 tetrahydronaphthalene (Compound A-118, 4.1 g, 12.93 mmol) in dichloromethane (20 mL) and tert-butyl hydroperoxide (20 mL) at room temperature was added a catalytic amount of chromium (VI) oxide. The reaction was stirred overnight. Quenched with the reaction with water followed by extraction with ether. The organic layers were washed with water, brine, dried over Na2SO4 and concentrated in vacuo. Purification by flash column chromato... The reactants are C(C)(C)(C)OC(=O)NC[C@@H]1CC[C@H](CC1)CO (trans-4-(N-tert-butoxycarbonylaminomethyl)cyclohexylmethanol), [Cr](=O)(=O)([O-])Cl.[NH+]1=CC=CC=C1 (pyridinium chlorochromate). Yields the product C(C)(C)(C)OC(=O)NC[C@@H]1CC[C@H](CC1)C=O (trans-4-(N-tert-Butoxycarbonylaminomethyl)cyclohexanecarboxaldehyde). Solvent: ClCCl (dichloromethane). Reaction conditions: time 3 hour. Procedure: In dichloromethane (5 ml), trans-4-(N-tert-butoxycarbonylaminomethyl)cyclohexylmethanol (0.20 g) was dissolved, followed by the addition of pyridinium chlorochromate (0.23 g). The resulting mixture was stirred at room temperature for 3 hours. The reaction mixture was purified by chromatography on a silica gel column (hexane:ethyl acetate=3:1), whereby the title compound (0.15 g, 76%) was obtained. As a reaction SMILES: [C:1]([O:5][C:6]([NH:8][CH2:9][C@H:10]1[CH2:15][CH2:14][C@H:13]([CH2:16][OH:17])[CH2:12][CH2:11]1)=[O:7])([CH3:4])([CH3:3])[CH3:2].[Cr](Cl)([O-])(=O)=O.[NH+]1C=CC=CC=1>ClCCl>[C:1]([O:5][C:6]([NH:8][CH2:9][C@H:10]1[CH2:11][CH2:12][C@H:13]([CH:16]=[O:17])[CH2:14][CH2:15]1)=[O:7])([CH3:3])([CH3:4])[CH3:2] |f:1.2|.